This data is from the Open Reaction Database (ORD), a public repository of structured organic reaction records. The task is: describe an organic reaction: reactants, conditions, products, and yield The product is CC(OC(=O)Oc1ccc([N+](=O)[O-])cc1)C(F)(F)F. The reactants are CN(C)CCO, ClC(Cl)Cl, O=C(Cl)Oc1ccc([N+](=O)[O-])cc1, Cl, CC(O)C(F)(F)F, c1ccncc1. RXN SMILES: [CH3:21][N:22]([CH2:23][CH2:24][OH:25])[CH3:26].[Cl:28][CH:29]([Cl:30])[Cl:31].[Cl:8][C:9](=[O:10])[O:11][c:12]1[cH:13][cH:14][c:15]([N+:18](=[O:19])[O-:20])[cH:16][cH:17]1.[ClH:27].[F:1][C:2]([CH:3]([CH3:4])[OH:5])([F:6])[F:7].[cH:32]1[cH:33][cH:34][n:35][cH:36][cH:37]1>>[F:1][C:2]([CH:3]([CH3:4])[O:5][C:9](=[O:10])[O:11][c:12]1[cH:13][cH:14][c:15]([N+:18](=[O:19])[O-:20])[cH:16][cH:17]1)([F:6])[F:7]. Reactants: O=C([O-])O, CC(=O)Cl, CN(c1cccc(NC(=O)c2cccc(C(C)(C)C#N)c2)c1)c1ncc2nc(N)sc2n1, [Na+], c1ccncc1. Product: CC(=O)Nc1nc2cnc(N(C)c3cccc(NC(=O)c4cccc(C(C)(C)C#N)c4)c3)nc2s1. As a reaction SMILES: [C:37](=[O:38])([O-:39])[OH:40].[CH3:33][C:34]([Cl:35])=[O:36].[NH2:1][c:2]1[s:3][c:4]2[n:5][c:6]([N:11]([c:12]3[cH:13][c:14]([NH:18][C:19]([c:20]4[cH:21][c:22]([C:26]([CH3:27])([CH3:28])[C:29]#[N:30])[cH:23][cH:24][cH:25]4)=[O:31])[cH:15][cH:16][cH:17]3)[CH3:32])[n:7][cH:8][c:9]2[n:10]1.[Na+:41].[cH:42]1[cH:43][cH:44][n:45][cH:46][cH:47]1>>[NH:1]([c:2]1[s:3][c:4]2[n:5][c:6]([N:11]([c:12]3[cH:13][c:14]([NH:18][C:19]([c:20]4[cH:21][c:22]([C:26]([CH3:27])([CH3:28])[C:29]#[N:30])[cH:23][cH:24][cH:25]4)=[O:31])[cH:15][cH:16][cH:17]3)[CH3:32])[n:7][cH:8][c:9]2[n:10]1)[C:34]([CH3:33])=[O:36]. Starting materials: Cl (HCl), CC1=NSC2=C1C=CS2 (3-Methylthieno[3,2-d]isothiazole), ClC1=CC(=CC=C1)C(=O)OO (m-chloroperbenzoic acid), [BH4-].[Na+] (NaBH4), O (Water). Run in C(Cl)Cl (methylene chloride). Run at temperature 0 celsius, time 6 hour. The product is CC1NS(C2=C1C=CS2)(=O)=O (2,3-Dihydro-3-methyl-thieno[3,2-d]isothiazole-1,1-dioxide). Isolated yield 25.0%. RXN SMILES: [CH3:1][C:2]1[C:6]2[CH:7]=[CH:8][S:9][C:5]=2[S:4][N:3]=1.ClC1C=CC=C(C(OO)=[O:18])C=1.[BH4-].[Na+].Cl.[OH2:24]>C(Cl)Cl>[CH3:1][CH:2]1[C:6]2[CH:7]=[CH:8][S:9][C:5]=2[S:4](=[O:18])(=[O:24])[NH:3]1 |f:2.3|. Procedure: To a solution of the product from Step A (4.23 g, 27.2 mmol) in methylene chloride (40 mL) which had been degassed under nitrogen and cooled to 0° C. was added m-chloroperbenzoic acid (5.9 g, 24.1 mmol). After stirring for six hours the reaction mixture was filtered and the solvent removed. The residue was dissolved in dry THF (50 mL), cooled in an ice bath, and NaBH4 (1.7 g, 41 mmol) was added followed by allowing the reaction mixture to warm to room temperature with continued stirring for 18 h... Reaction SMILES: [N:1]1[C:9]2[C:4](=[N:5][CH:6]=[CH:7][CH:8]=2)[N:3]([C:10]2[CH:15]=[CH:14][C:13]([CH2:16][C:17]([OH:19])=O)=[C:12]([CH3:20])[CH:11]=2)[CH:2]=1.[CH3:21][N:22]1[CH2:27][CH2:26][N:25]([CH2:28][C:29]2[CH:34]=[CH:33][C:32]([NH2:35])=[CH:31][C:30]=2[C:36]([F:39])([F:38])[F:37])[CH2:24][CH2:23]1>C(Cl)Cl.CO>[N:1]1[C:9]2[C:4](=[N:5][CH:6]=[CH:7][CH:8]=2)[N:3]([C:10]2[CH:15]=[CH:14][C:13]([CH2:16][C:17]([NH:35][C:32]3[CH:33]=[CH:34][C:29]([CH2:28][N:25]4[CH2:24][CH2:23][N:22]([CH3:21])[CH2:27][CH2:26]4)=[C:30]([C:36]([F:39])([F:38])[F:37])[CH:31]=3)=[O:19])=[C:12]([CH3:20])[CH:11]=2)[CH:2]=1 |f:2.3|. Run in C(Cl)Cl.CO (CH2Cl2 MeOH). Procedure details: The title compound is prepared as described in Example 7 but using (4-imidazo[4,5-b]pyridin-3-yl-2-methyl-phenyl)-acetic acid (Step 60.1) and 4-(4-methyl-piperazin-1-ylmethyl)-3-trifluoromethyl-phenylamine (disclosed in WO 03/099771). Title compound: ES-MS: 523.0 [M+H]+; tR=3.11 min (System 1); Rf=0.18 (CH2Cl2/MeOH, 95:5+0.1% NH3aq). The product is N1=CN(C2=NC=CC=C21)C2=CC(=C(C=C2)CC(=O)NC2=CC(=C(C=C2)CN2CCN(CC2)C)C(F)(F)F)C (2-(4-Imidazo[4,5-b]pyridin-3-yl-2-methyl-phenyl)-N-[4-(4-methyl-piperazin-1-ylmethyl)-3-trifluoromethyl-phenyl]-acetamide). The reactants are N1=CN(C2=NC=CC=C21)C2=CC(=C(C=C2)CC(=O)O)C ((4-imidazo[4,5-b]pyridin-3-yl-2-methyl-phenyl)-acetic acid), CN1CCN(CC1)CC1=C(C=C(C=C1)N)C(F)(F)F (4-(4-methyl-piperazin-1-ylmethyl)-3-trifluoromethyl-phenylamine). Starting materials: O=C1CCC(=O)N1Br, Cc1cc(C(C)(C)C)c(O)c(C(C)(C)C)c1, ClC(Cl)(Cl)Cl. The product is CC(C)(C)c1cc(CBr)cc(C(C)(C)C)c1O. Reaction SMILES: [Br:17][N:18]1[C:19](=[O:20])[CH2:21][CH2:22][C:23]1=[O:24].[C:1]([CH3:2])([CH3:3])([CH3:4])[c:5]1[c:6]([OH:16])[c:7]([C:12]([CH3:13])([CH3:14])[CH3:15])[cH:8][c:9]([CH3:11])[cH:10]1.[C:25]([Cl:26])([Cl:27])([Cl:28])[Cl:29]>>[C:1]([CH3:2])([CH3:3])([CH3:4])[c:5]1[c:6]([OH:16])[c:7]([C:12]([CH3:13])([CH3:14])[CH3:15])[cH:8][c:9]([CH2:11][Br:17])[cH:10]1. Yields the product BrC=1C=NC=C(C1)C1=CC(=CC=C1)F (3-Bromo-5-(3-fluoro-phenyl)-pyridine). Procedure details: Prepared according to the procedure described in Example 1, Step 10, using 3,5-dibromo-pyridine and 3-fluorophenylboronic acid. Reactants: BrC=1C=NC=C(C1)Br (3,5-dibromo-pyridine), FC=1C=C(C=CC1)B(O)O (3-fluorophenylboronic acid). RXN SMILES: Br[C:2]1[CH:3]=[N:4][CH:5]=[C:6]([Br:8])[CH:7]=1.[F:9][C:10]1[CH:11]=[C:12](B(O)O)[CH:13]=[CH:14][CH:15]=1>>[Br:8][C:6]1[CH:5]=[N:4][CH:3]=[C:2]([C:14]2[CH:13]=[CH:12][CH:11]=[C:10]([F:9])[CH:15]=2)[CH:7]=1.